Dataset: the Open Reaction Database (ORD), a public repository of structured organic reaction records. Task: describe an organic reaction: reactants, conditions, products, and yield The reactants are CC(=O)Cl, NS(=O)(=O)c1cncc([N+](=O)[O-])c1, [Na+], [Na+], O=C([O-])[O-]. The product is CC(=O)NS(=O)(=O)c1cncc([N+](=O)[O-])c1. Reaction SMILES: [CH3:20][C:21]([Cl:22])=[O:23].[N+:7](=[O:8])([O-:9])[c:10]1[cH:11][c:12]([S:16](=[O:17])(=[O:18])[NH2:19])[cH:13][n:14][cH:15]1.[Na+:1].[Na+:2].[O-:3][C:4](=[O:5])[O-:6]>>[N+:7](=[O:8])([O-:9])[c:10]1[cH:11][c:12]([S:16](=[O:17])(=[O:18])[NH:19][C:21]([CH3:20])=[O:23])[cH:13][n:14][cH:15]1. Reactants: O=C([O-])[O-], CO, ClCCBr, [Cs+], [Cs+], CN(C)C=O, Oc1ccc2c(-c3c(-c4ccccn4)nn4ccccc34)ccnc2c1. Yields the product ClCCOc1ccc2c(-c3c(-c4ccccn4)nn4ccccc34)ccnc2c1. RXN SMILES: [C:36](=[O:37])([O-:38])[O-:39].[CH3:42][OH:43].[Cl:32][CH2:33][CH2:34][Br:35].[Cs+:40].[Cs+:41].[O:27]=[CH:28][N:29]([CH3:30])[CH3:31].[n:1]1[c:2](-[c:7]2[n:8][n:9]3[c:10]([cH:11][cH:12][cH:13][cH:14]3)[c:15]2-[c:16]2[cH:17][cH:18][n:19][c:20]3[cH:21][c:22]([OH:26])[cH:23][cH:24][c:25]23)[cH:3][cH:4][cH:5][cH:6]1>>[n:1]1[c:2](-[c:7]2[n:8][n:9]3[c:10]([cH:11][cH:12][cH:13][cH:14]3)[c:15]2-[c:16]2[cH:17][cH:18][n:19][c:20]3[cH:21][c:22]([O:26][CH2:34][CH2:33][Cl:32])[cH:23][cH:24][c:25]23)[cH:3][cH:4][cH:5][cH:6]1. Starting materials: CCO, FC(F)(F)c1cnc(Cl)c(Cl)c1, NN, O. Product: NNc1ncc(C(F)(F)F)cc1Cl. RXN SMILES: [CH3:16][CH2:17][OH:18].[Cl:4][c:5]1[n:6][cH:7][c:8]([C:12]([F:13])([F:14])[F:15])[cH:9][c:10]1[Cl:11].[NH2:2][NH2:3].[OH2:1]>>[NH:2]([NH2:3])[c:5]1[n:6][cH:7][c:8]([C:12]([F:13])([F:14])[F:15])[cH:9][c:10]1[Cl:11]. The reactants are C(C)(=O)OC1=C(C=C(C=CC(=O)O)C=C1)Cl (4-acetoxy-3-chloro-cinnamic acid), S(=O)(Cl)Cl (thionyl chloride), [N-]=[N+]=[N-].[Na+] (sodium azide). The solvent is C1=CC=CC=C1 (benzene). Run at time 48 hour. Yields the product C(C)(=O)OC1=C(C=C(C=CC(=O)N=[N+]=[N-])C=C1)Cl (4-Acetoxy-3-chloro-cinnamic acid azide). As a reaction SMILES: [C:1]([O:4][C:5]1[CH:15]=[CH:14][C:8]([CH:9]=[CH:10][C:11](O)=[O:12])=[CH:7][C:6]=1[Cl:16])(=[O:3])[CH3:2].S(Cl)(Cl)=O.[N-:21]=[N+:22]=[N-:23].[Na+]>C1C=CC=CC=1>[C:1]([O:4][C:5]1[CH:15]=[CH:14][C:8]([CH:9]=[CH:10][C:11]([N:21]=[N+:22]=[N-:23])=[O:12])=[CH:7][C:6]=1[Cl:16])(=[O:3])[CH3:2] |f:2.3|. Procedure: 24.0 g (0.1 mol) of 4-acetoxy-3-chloro-cinnamic acid are suspended in 90 ml of benzene and 14.6 ml (0.2 mol) of thionyl chloride are added. The reaction mixture is heated to the boil for half an hour under a reflux condenser and thereafter the solvent and excess thionyl chloride are removed by distillation under reduced pressure. The residual crude 4-acetoxy-3-chloro-cinnamic acid chloride is dissolved in 100 ml of absolute 1,2-dimethoxyethane, 19.5 g (0.3 mol) of sodium azide are added and ther... Reactants: O.Cl.N1CCC(CC1)=O (4-piperidone hydrochloride monohydrate), BrCC1=CC(=CC=C1)OC(C)C (1-Bromomethyl-3-isopropoxy-benzene), C(=O)([O-])[O-].[K+].[K+] (K2CO3). Solvent: CN(C)C=O (DMF). Conditions: time 16 hour. Yields the product O.C(C)(C)OC=1C=C(CN2CCC(CC2)=O)C=CC1 (1-(3-Isopropoxy-benzyl)-piperidin-4-one monohydrate). RXN SMILES: O.Cl.[NH:3]1[CH2:8][CH2:7][C:6](=[O:9])[CH2:5][CH2:4]1.Br[CH2:11][C:12]1[CH:17]=[CH:16][CH:15]=[C:14]([O:18][CH:19]([CH3:21])[CH3:20])[CH:13]=1.C([O-])([O-])=O.[K+].[K+]>CN(C=O)C>[OH2:9].[CH:19]([O:18][C:14]1[CH:13]=[C:12]([CH:17]=[CH:16][CH:15]=1)[CH2:11][N:3]1[CH2:8][CH2:7][C:6](=[O:9])[CH2:5][CH2:4]1)([CH3:21])[CH3:20] |f:0.1.2,4.5.6,8.9|. Procedure details: A mixture of 4-piperidone hydrochloride monohydrate (19.52 g, 127.12 mmol), 1-Bromomethyl-3-isopropoxy-benzene (19.41 g, 84.76 mmol) and K2CO3 in DMF (150 mL) is stirred at rt for 16 hr. Solvent is removed in vacco, the residue is extract (EtOAc/Brine), dried (Na2SO4), concentrated, and purified by chromatography (silica gel, EtoAc/hexanes, 2/3) to afford 14-4. (MH+, 266) The reactants are CC(=O)[O-], Cc1ccccc1, CCOC(=O)C=[N+]=[N-], CCCc1c(Cc2ccc(-c3ccccc3C#N)s2)c(=O)n(C2CCC(O)CC2)c2ncnn12, [Rh+]. Product: CCCc1c(Cc2ccc(-c3ccccc3C#N)s2)c(=O)n(C2CCC(OCC(=O)OCC)CC2)c2ncnn12. Reaction SMILES: [C:43]([O-:44])(=[O:45])[CH3:46].[CH3:48][c:49]1[cH:50][cH:51][cH:52][cH:53][cH:54]1.[N+:35](=[N-:36])=[CH:37][C:38](=[O:39])[O:40][CH2:41][CH3:42].[OH:1][CH:2]1[CH2:3][CH2:4][CH:5]([n:8]2[c:9]3[n:10]([c:11]([CH2:29][CH2:30][CH3:31])[c:12]([CH2:15][c:16]4[cH:17][cH:18][c:19](-[c:21]5[c:22]([C:23]#[N:24])[cH:25][cH:26][cH:27][cH:28]5)[s:20]4)[c:13]2=[O:14])[n:32][cH:33][n:34]3)[CH2:6][CH2:7]1.[Rh+:47]>>[O:1]([CH:2]1[CH2:3][CH2:4][CH:5]([n:8]2[c:9]3[n:10]([c:11]([CH2:29][CH2:30][CH3:31])[c:12]([CH2:15][c:16]4[cH:17][cH:18][c:19](-[c:21]5[c:22]([C:23]#[N:24])[cH:25][cH:26][cH:27][cH:28]5)[s:20]4)[c:13]2=[O:14])[n:32][cH:33][n:34]3)[CH2:6][CH2:7]1)[CH2:37][C:38](=[O:39])[O:40][CH2:41][CH3:42]. Reactants: Cl.ClC=1C=CC(=C(C1)C(=O)C1CCNCC1)F ((5-chloro-2-fluorophenyl)(piperidin-4-yl)methanone hydrochloride), ClC=1N=C2C(=NC1Cl)C=NC=C2 (2,3-dichloropyrido[3,4-b]pyrazine), CCN(C(C)C)C(C)C (DIPEA). Solvent: C(Cl)Cl (DCM). Conditions: time 30 minute. Yields the product ClC=1C=CC(=C(C1)C(=O)C1CCN(CC1)C=1N=C2C(=NC1Cl)C=NC=C2)F ((5-chloro-2-fluorophenyl)(1-(3-chloropyrido[3,4-b]pyrazin-2-yl)piperidin-4-yl)methanone). Isolated yield 101.4%. RXN SMILES: Cl.[Cl:2][C:3]1[CH:4]=[CH:5][C:6]([F:17])=[C:7]([C:9]([CH:11]2[CH2:16][CH2:15][NH:14][CH2:13][CH2:12]2)=[O:10])[CH:8]=1.Cl[C:19]1[N:20]=[C:21]2[CH:29]=[CH:28][N:27]=[CH:26][C:22]2=[N:23][C:24]=1[Cl:25].CCN(C(C)C)C(C)C>C(Cl)Cl>[Cl:2][C:3]1[CH:4]=[CH:5][C:6]([F:17])=[C:7]([C:9]([CH:11]2[CH2:12][CH2:13][N:14]([C:19]3[N:20]=[C:21]4[CH:29]=[CH:28][N:27]=[CH:26][C:22]4=[N:23][C:24]=3[Cl:25])[CH2:15][CH2:16]2)=[O:10])[CH:8]=1 |f:0.1|. Procedure details: A mixture of (5-chloro-2-fluorophenyl)(piperidin-4-yl)methanone hydrochloride (153 mg, 0.550 mmol), 2,3-dichloropyrido[3,4-b]pyrazine (100 mg, 0.500 mmol) and DIPEA (261 μL, 1.500 mmol) in DCM (1.67 mL) was stirred at rt for 30 min. The mixture was partitioned between aqueous NH4Cl and EtOAc. The organic layer was filtered through a pad of silica, washing with EtOAc, and the filtrate was concentrated under reduced pressure to give (5-chloro-2-fluorophenyl)(1-(3-chloropyrido[3,4-b]pyrazin-2-yl)pi...